Dataset: the Open Reaction Database (ORD), a public repository of structured organic reaction records. Task: describe an organic reaction: reactants, conditions, products, and yield Starting materials: CC(=O)O, O=C(O)Cc1ccc(F)cc1[N+](=O)[O-]. Product: O=C1Cc2ccc(F)cc2N1. RXN SMILES: [CH3:15][C:16](=[O:17])[OH:18].[F:1][c:2]1[cH:3][c:4]([N+:12]([O-:13])=[O:14])[c:5]([CH2:8][C:9](=[O:10])[OH:11])[cH:6][cH:7]1>>[F:1][c:2]1[cH:3][c:4]2[c:5]([cH:6][cH:7]1)[CH2:8][C:9](=[O:10])[NH:12]2. The reactants are O (Water), ClC=1C2=C(N=CN1)C=CN2 (4-Chloro-5H-pyrrolo[3,2-d]pyrimidine), CS(=O)(=O)OCCCOCCOC1OCCCC1 (3-[2-(tetrahydro-2H-pyran-2-yloxy)ethoxy]propyl methanesulfonate), C([O-])([O-])=O.[Cs+].[Cs+] (cesium carbonate). The solvent is CN(C=O)C (N,N-dimethylformamide). Run at temperature 40 celsius, time 4.5 hour. Yields the product ClC=1C2=C(N=CN1)C=CN2CCCOCCOC2OCCCC2 (4-chloro-5-{3-[2-(tetrahydro-2H-pyran-2-yloxy)ethoxy]propyl}-5H-pyrrolo[3,2-d]pyrimidine). The yield is 84.4%. As a reaction SMILES: [Cl:1][C:2]1[C:3]2[NH:10][CH:9]=[CH:8][C:4]=2[N:5]=[CH:6][N:7]=1.CS(O[CH2:16][CH2:17][CH2:18][O:19][CH2:20][CH2:21][O:22][CH:23]1[CH2:28][CH2:27][CH2:26][CH2:25][O:24]1)(=O)=O.C(=O)([O-])[O-].[Cs+].[Cs+].O>CN(C)C=O>[Cl:1][C:2]1[C:3]2[N:10]([CH2:16][CH2:17][CH2:18][O:19][CH2:20][CH2:21][O:22][CH:23]3[CH2:28][CH2:27][CH2:26][CH2:25][O:24]3)[CH:9]=[CH:8][C:4]=2[N:5]=[CH:6][N:7]=1 |f:2.3.4|. Procedure details: 4-Chloro-5H-pyrrolo[3,2-d]pyrimidine (203.6 mg), 3-[2-(tetrahydro-2H-pyran-2-yloxy)ethoxy]propyl methanesulfonate (559.3 mg) was dissolved in N,N-dimethylformamide (4 mL), cesium carbonate (1.30 g) was added, and the mixture was stirred at 40° C. for 4.5 hrs. Water was added to the reaction mixture and the mixture was extracted with ethyl acetate. The organic layer washed with saturated brine, dried over anhydrous magnesium sulfate and concentrated under reduced pressure. The residue was separat... Yields the product N1C=CC2=CC=CC(=C12)C=O (7-Indolecarboxaldehyde). Run in ClCCl (dichloromethane). Reported procedure: Solid pyridinium dichromate (1.77 g, 5.1 mmol) is added in portions over 3 hours to a stirred solution of 7-indolemethanol (0.5 g, 3.4 mmol) in dichloromethane (50 ml). The mixture is stirred for a further 2 hours then filtered through a pad of Celite filter aid. The filtrate is evaporated and the residue purified by chromatography on silica in ethyl acetate-hexane (1:3) Reaction conditions: time 2 hour. Starting materials: [Cr](=O)(=O)([O-])O[Cr](=O)(=O)[O-].[NH+]1=CC=CC=C1.[NH+]1=CC=CC=C1 (pyridinium dichromate), N1C=CC2=CC=CC(=C12)CO (7-indolemethanol). RXN SMILES: [Cr](O[Cr]([O-])(=O)=O)([O-])(=O)=O.[NH+]1C=CC=CC=1.[NH+]1C=CC=CC=1.[NH:22]1[C:30]2[C:25](=[CH:26][CH:27]=[CH:28][C:29]=2[CH2:31][OH:32])[CH:24]=[CH:23]1>ClCCl>[NH:22]1[C:30]2[C:25](=[CH:26][CH:27]=[CH:28][C:29]=2[CH:31]=[O:32])[CH:24]=[CH:23]1 |f:0.1.2|. The reactants are B, CC(C)(C)OC(=O)N1C(C(=O)O)CC2CCCCC21, C1CCOC1, C1CCOC1. Product: CC(C)(C)OC(=O)N1C(CO)CC2CCCCC21. RXN SMILES: [BH3:20].[C:1]([CH3:2])([CH3:3])([CH3:4])[O:5][C:6](=[O:7])[N:8]1[CH:9]([C:17](=[O:18])[OH:19])[CH2:10][CH:11]2[CH2:12][CH2:13][CH2:14][CH2:15][CH:16]12.[CH2:21]1[O:22][CH2:23][CH2:24][CH2:25]1.[CH2:26]1[O:27][CH2:28][CH2:29][CH2:30]1>>[C:1]([CH3:2])([CH3:3])([CH3:4])[O:5][C:6](=[O:7])[N:8]1[CH:9]([CH2:17][OH:18])[CH2:10][CH:11]2[CH2:12][CH2:13][CH2:14][CH2:15][CH:16]12. The reactants are COC(=O)c1ccc(OCCCCCCCBr)cc1, C[O-], CO, [Na+]. Yields the product COCCCCCCCOc1ccc(C(=O)OC)cc1. RXN SMILES: [Br:1][CH2:2][CH2:3][CH2:4][CH2:5][CH2:6][CH2:7][CH2:8][O:9][c:10]1[cH:11][cH:12][c:13]([C:14](=[O:15])[O:16][CH3:17])[cH:18][cH:19]1.[CH3:20][O-:21].[CH3:23][OH:24].[Na+:22]>>[CH2:2]([CH2:3][CH2:4][CH2:5][CH2:6][CH2:7][CH2:8][O:9][c:10]1[cH:11][cH:12][c:13]([C:14](=[O:15])[O:16][CH3:17])[cH:18][cH:19]1)[O:21][CH3:20]. The reactants are [Na] (sodium), CS(=O)(=O)O.OCCCN1C(NC2=C1C=CC=C2)=O (1,3-dihydro-1-(3-hydroxypropyl)-2H-benzimidazol-2-one methanesulfonate). Solvent: C(C)O (ethanol). Product: O1CCCN2C1=NC1=C2C=CC=C1 (3,4-dihydro-2H-[1,3]oxazino[3,2-a]benzimidazole). Reaction SMILES: [Na].CS(O)(=O)=O.O[CH2:8][CH2:9][CH2:10][N:11]1[C:15]2[CH:16]=[CH:17][CH:18]=[CH:19][C:14]=2[NH:13][C:12]1=[O:20]>C(O)C>[O:20]1[C:12]2=[N:13][C:14]3[CH:19]=[CH:18][CH:17]=[CH:16][C:15]=3[N:11]2[CH2:10][CH2:9][CH2:8]1 |f:1.2,^1:0|. Procedure: To a solution of 0.5 parts of sodium in 40 parts of absolute ethanol are added in the cold 5.4 parts of 1,3-dihydro-1-(3-hydroxypropyl)-2H-benzimidazol-2-one methanesulfonate. The whole is stirred until all solid enters solution. The solution is further stirred and refluxed for 2 hours. After cooling the reaction mixture is filtered from some inorganic matter and the filtrate is evaporated. The residue is dissolved in 80 parts of methylbenzene, boiled with activated charcoal, filtered and the fi...